Task: describe an organic reaction: reactants, conditions, products, and yield. Dataset: the Open Reaction Database (ORD), a public repository of structured organic reaction records The reactants are C(C)(C)(C)OC(=O)N[C@H]1CNCC1 ((R)-(+)-3-(tert-butyloxycarbonylamino)-pyrrolidine), C(C)OC(CBr)=O (bromoacetic acid ethyl ester). Yields the product C(C)OC(CN1C[C@@H](CC1)NC(=O)OC(C)(C)C)=O (((R)-3-tert-butoxycarbonylamino-pyrrolidin-1-yl)-acetic acid ethyl ester). RXN SMILES: [C:1]([O:5][C:6]([NH:8][C@@H:9]1[CH2:13][CH2:12][NH:11][CH2:10]1)=[O:7])([CH3:4])([CH3:3])[CH3:2].[CH2:14]([O:16][C:17](=[O:20])[CH2:18]Br)[CH3:15]>>[CH2:14]([O:16][C:17](=[O:20])[CH2:18][N:11]1[CH2:12][CH2:13][C@@H:9]([NH:8][C:6]([O:5][C:1]([CH3:4])([CH3:2])[CH3:3])=[O:7])[CH2:10]1)[CH3:15]. Reported procedure: 1.1 Using general procedure A, (R)-(+)-3-(tert-butyloxycarbonylamino)-pyrrolidine was alkylated with bromoacetic acid ethyl ester to give ((R)-3-tert-butoxycarbonylamino-pyrrolidin-1-yl)-acetic acid ethyl ester. Off-white solid. MS 273.1 ([M+H]+) Reactants: [BH4-], CO, O=Cc1cc2nc(Cl)nc(N3CCOCC3)c2s1, [Na+]. The product is OCc1cc2nc(Cl)nc(N3CCOCC3)c2s1. RXN SMILES: [BH4-:19].[CH3:21][OH:22].[Cl:1][c:2]1[n:3][c:4]([N:13]2[CH2:14][CH2:15][O:16][CH2:17][CH2:18]2)[c:5]2[c:6]([n:7]1)[cH:8][c:9]([CH:11]=[O:12])[s:10]2.[Na+:20]>>[Cl:1][c:2]1[n:3][c:4]([N:13]2[CH2:14][CH2:15][O:16][CH2:17][CH2:18]2)[c:5]2[c:6]([n:7]1)[cH:8][c:9]([CH2:11][OH:12])[s:10]2. Starting materials: OC1C2=C(OCC3=C1C=CC=C3)C=CC(=C2)C(=O)OC (methyl 6,11-dihydro-11-hydroxydibenz[b,e]oxepin-2-carboxylate), CS (methanethiol), CC(C)([O-])C.[K+] (potassium tert-butoxide), S(=O)(Cl)Cl (thionyl chloride), S(=O)(Cl)Cl (thionyl chloride). Solvent: CN(C=O)C (dimethylformamide), CN(C=O)C (dimethylformamide), O (water). Conditions: time 24 hour. The product is C1=C(C=CC=2OCC3=C(CC21)C=CC=C3)C(=O)OC (Methyl 6,11-dihydrodibenz[b,e]oxepin-2-carboxylate). Isolated yield 84.0%. RXN SMILES: O[CH:2]1[C:8]2[CH:9]=[CH:10][CH:11]=[CH:12][C:7]=2[CH2:6][O:5][C:4]2[CH:13]=[CH:14][C:15]([C:17]([O:19][CH3:20])=[O:18])=[CH:16][C:3]1=2.S(Cl)(Cl)=O.CC(C)([O-])C.[K+].CS>O.CN(C)C=O>[CH:16]1[C:3]2[CH2:2][C:8]3[CH:9]=[CH:10][CH:11]=[CH:12][C:7]=3[CH2:6][O:5][C:4]=2[CH:13]=[CH:14][C:15]=1[C:17]([O:19][CH3:20])=[O:18] |f:2.3|. Reported procedure: Reflux 4.4 gm. of methyl 6,11-dihydro-11-hydroxydibenz[b,e]oxepin-2-carboxylate with 20 ml. of thionyl chloride for 10 minutes. Evaporate excess thionyl chloride and dissolve the residue in 30 ml. of dimethylformamide. Add the mixture to a solution of 3.84 gm. of potassium tert-butoxide in 75 ml. of dimethylformamide saturated with methanethiol. Stir at room temperature for 24 hours, dilute with water and extract with ether. Evaporate to dryness and chromatograph over silica gel, eluting with to... The reactants are solution, BrCC(=O)C1=C2C=CC(NC2=C(C=C1)OCC1=CC=C(C=C1)OC)=O (5-(2-bromoacetyl)-8-[(4-methoxyphenyl)methoxy]-1,2-dihydroquinolin-2-one), CO (methanol). The reagents and catalysts are CBS catalyst. The solvent is O1CCCC1 (tetrahydrofuran), O1CCCC1 (tetrahydrofuran). Reaction conditions: temperature -20 celsius, time 40 minute. Product: BrC[C@H](O)C1=C2C=CC(NC2=C(C=C1)OCC1=CC=C(C=C1)OC)=O (5-[(1R)-2-bromo-1-hydroxyethyl]-8-[(4-methoxyphenyl)methoxy]-1,2-dihydroquinolin-2-one). Yield: 42.5%. Reaction SMILES: [Br:1][CH2:2][C:3]([C:5]1[CH:14]=[CH:13][C:12]([O:15][CH2:16][C:17]2[CH:22]=[CH:21][C:20]([O:23][CH3:24])=[CH:19][CH:18]=2)=[C:11]2[C:6]=1[CH:7]=[CH:8][C:9](=[O:25])[NH:10]2)=[O:4].CO>O1CCCC1>[Br:1][CH2:2][C@@H:3]([C:5]1[CH:14]=[CH:13][C:12]([O:15][CH2:16][C:17]2[CH:18]=[CH:19][C:20]([O:23][CH3:24])=[CH:21][CH:22]=2)=[C:11]2[C:6]=1[CH:7]=[CH:8][C:9](=[O:25])[NH:10]2)[OH:4]. Reported procedure: Under an argon flow, 5-(2-bromoacetyl)-8-[(4-methoxyphenyl)methoxy]-1,2-dihydroquinolin-2-one (7.15 g, 17.8 mmol) was suspended in dehydrated tetrahydrofuran (40 mL), the CBS catalyst (493 mg) was added thereto, and the reaction mixture was stirred at −20° C. for 40 minutes. After adding dropwise a 1.0 M solution of borane-tetrahydrofuran complex in tetrahydrofuran (21.4 mL) at the same temperature, the mixture was warmed gradually to 0° C. After adding methanol (20 mL) dropwise, insoluble matte...